Dataset: the Open Reaction Database (ORD), a public repository of structured organic reaction records. Task: describe an organic reaction: reactants, conditions, products, and yield Reactants: BrC1=C2C=CC(=C(C2=CC=C1)CN1C2=C(N([C@H]([C@@H](C1=O)NC([C@H](C)N(C(OC(C)(C)C)=O)C)=O)C)C(=O)C1CCOCC1)C=CC=C2)OC (tert-butyl(S)-1-((3S,4S)-1-((5-bromo-2-methoxynaphthalen-1-yl)methyl)-4-methyl-2-oxo-5-(tetrahydro-2H-pyran-4-carbonyl)-2,3,4,5-tetrahydro-1H-benzo[b][1,4]diazepin-3-ylamino)-1-oxopropan-2-yl(methyl)carbamate), Cl (hydrochloric acid). Run in CO (methanol), C(C)OCC (diethyl ether). Conditions: time 3.5 hour. Yields the product Cl.BrC1=C2C=CC(=C(C2=CC=C1)CN1C2=C(N([C@H]([C@@H](C1=O)NC([C@H](C)NC)=O)C)C(=O)C1CCOCC1)C=CC=C2)OC ((S)-N-((3S,4S)-1-((5-bromo-2-methoxynaphthalen-1-yl)methyl)-4-methyl-2-oxo-5-(tetrahydro-2H-pyran-4-carbonyl)-2,3,4,5-tetrahydro-1H-benzo[b][1,4]diazepin-3-yl)-2-(methylamino)propanamide hydrochloride). Isolated yield 88.0%. Reaction SMILES: [Br:1][C:2]1[CH:11]=[CH:10][CH:9]=[C:8]2[C:3]=1[CH:4]=[CH:5][C:6]([O:48][CH3:49])=[C:7]2[CH2:12][N:13]1[C:19](=[O:20])[C@@H:18]([NH:21][C:22](=[O:34])[C@@H:23]([N:25](C)[C:26](=O)OC(C)(C)C)[CH3:24])[C@H:17]([CH3:35])[N:16]([C:36]([CH:38]2[CH2:43][CH2:42][O:41][CH2:40][CH2:39]2)=[O:37])[C:15]2[CH:44]=[CH:45][CH:46]=[CH:47][C:14]1=2.[ClH:50]>CO.C(OCC)C>[ClH:50].[Br:1][C:2]1[CH:11]=[CH:10][CH:9]=[C:8]2[C:3]=1[CH:4]=[CH:5][C:6]([O:48][CH3:49])=[C:7]2[CH2:12][N:13]1[C:19](=[O:20])[C@@H:18]([NH:21][C:22](=[O:34])[C@@H:23]([NH:25][CH3:26])[CH3:24])[C@H:17]([CH3:35])[N:16]([C:36]([CH:38]2[CH2:43][CH2:42][O:41][CH2:40][CH2:39]2)=[O:37])[C:15]2[CH:44]=[CH:45][CH:46]=[CH:47][C:14]1=2 |f:4.5|. Procedure: A solution of tert-butyl(S)-1-((3S,4S)-1-((5-bromo-2-methoxynaphthalen-1-yl)methyl)-4-methyl-2-oxo-5-(tetrahydro-2H-pyran-4-carbonyl)-2,3,4,5-tetrahydro-1H-benzo[b][1,4]diazepin-3-ylamino)-1-oxopropan-2-yl(methyl)carbamate (45 mg, 61 μmol) in methanol (500 μl) at room temperature was treated with a 2 M hydrochloric acid in diethyl ether solution (1.3 ml) and stirred for 3.5 h. The reaction was then concentrated in vacuo, dissolved in water and placed on a lyophilizer over night to afford (S)-N-(... The reactants are CCOC(=O)C(Cc1ccc(OCC=CC#Cc2ccc(C#CC=CCOc3ccc(CC(OCC)C(=O)OCC)cc3Br)cc2)c(Br)c1)OCC, C1CCOC1, CCO, [Na+], [OH-]. Product: CCOC(=O)C(Cc1ccc(OCC=CC#Cc2ccc(C#CC=CCOc3ccc(CC(OCC)C(=O)O)cc3Br)cc2)c(Br)c1)OCC. As a reaction SMILES: [CH2:1]([CH3:2])[O:3][C:4]([CH:5]([CH2:6][c:7]1[cH:8][c:9]([Br:48])[c:10]([O:13][CH2:14][CH:15]=[CH:16][C:17]#[C:18][c:19]2[cH:20][cH:21][c:22]([C:25]#[C:26][CH:27]=[CH:28][CH2:29][O:30][c:31]3[c:32]([Br:47])[cH:33][c:34]([CH2:37][CH:38]([C:39](=[O:40])[O:41][CH2:42][CH3:43])[O:44][CH2:45][CH3:46])[cH:35][cH:36]3)[cH:23][cH:24]2)[cH:11][cH:12]1)[O:49][CH2:50][CH3:51])=[O:52].[CH2:55]1[O:56][CH2:57][CH2:58][CH2:59]1.[CH3:60][CH2:61][OH:62].[Na+:54].[OH-:53]>>[CH2:1]([CH3:2])[O:3][C:4]([CH:5]([CH2:6][c:7]1[cH:8][c:9]([Br:48])[c:10]([O:13][CH2:14][CH:15]=[CH:16][C:17]#[C:18][c:19]2[cH:20][cH:21][c:22]([C:25]#[C:26][CH:27]=[CH:28][CH2:29][O:30][c:31]3[c:32]([Br:47])[cH:33][c:34]([CH2:37][CH:38]([C:39](=[O:40])[OH:41])[O:44][CH2:45][CH3:46])[cH:35][cH:36]3)[cH:23][cH:24]2)[cH:11][cH:12]1)[O:49][CH2:50][CH3:51])=[O:52]. The reactants are NC=1C(N(C(=NN1)SC)C)=O (6-amino-4-methyl-3-methylthio-1,2,4-triazin-5-one), COC(=O)C1=C(C=CC=C1)S(=O)(=O)N=C=O (2-methoxycarbonylphenylsulfonyl isocyanate). Solvent: O1CCOCC1 (dioxane). The product is COC(=O)C1=C(C=CC=C1)S(=O)(=O)NC(NC=1C(N(C(=NN1)SC)C)=O)=O (6-[3-(2-methoxycarbonylphenylsulfonyl)-ureido]-4-methyl-3-methylthio-1,2,4-triazin-5-one). Isolated yield 73.1%. Reaction SMILES: [NH2:1][C:2]1[C:3](=[O:11])[N:4]([CH3:10])[C:5]([S:8][CH3:9])=[N:6][N:7]=1.[CH3:12][O:13][C:14]([C:16]1[CH:21]=[CH:20][CH:19]=[CH:18][C:17]=1[S:22]([N:25]=[C:26]=[O:27])(=[O:24])=[O:23])=[O:15]>O1CCOCC1>[CH3:12][O:13][C:14]([C:16]1[CH:21]=[CH:20][CH:19]=[CH:18][C:17]=1[S:22]([NH:25][C:26](=[O:27])[NH:1][C:2]1[C:3](=[O:11])[N:4]([CH3:10])[C:5]([S:8][CH3:9])=[N:6][N:7]=1)(=[O:23])=[O:24])=[O:15]. Reported procedure: 3.42 g of 6-amino-4-methyl-3-methylthio-1,2,4-triazin-5-one are suspended in 100 ml of absolute dioxane, and 4.99 g of 2-methoxycarbonylphenylsulfonyl isocyanate are added at room temperature. The reaction proceeds slightly exothermically. After a reaction time of one hour at room temperature, the reaction has ended. The precipitate which has separated out is filtered off and washed with a small amount of dioxane. After drying, 6.0 g of 6-[3-(2-methoxycarbonylphenylsulfonyl)-ureido]-4-methyl-3-m... Reactants: CC#N, CNc1c([N+](=O)[O-])ccc(Cl)c1Cl, [Na+], [S-]c1ccccc1. Product: CNc1c([N+](=O)[O-])ccc(Sc2ccccc2)c1Cl. As a reaction SMILES: [CH3:22][C:23]#[N:24].[Cl:9][c:10]1[c:11]([NH:12][CH3:13])[c:14]([N+:19](=[O:20])[O-:21])[cH:15][cH:16][c:17]1[Cl:18].[Na+:8].[c:1]1([S-:7])[cH:2][cH:3][cH:4][cH:5][cH:6]1>>[c:1]1([S:7][c:17]2[c:10]([Cl:9])[c:11]([NH:12][CH3:13])[c:14]([N+:19](=[O:20])[O-:21])[cH:15][cH:16]2)[cH:2][cH:3][cH:4][cH:5][cH:6]1. Reactants: [OH-].[NH4+] (Ammonium hydroxide), NC1=C(C=CC=C1)S (2-aminobenzenethiol), NC1=NNC=C1C#N (3-aminopyrazole-4-carbonitrile), ice water. The solvent is polyphosphoric acid. Run at temperature 200 celsius. Product: S1C(=NC2=C1C=CC=C2)C=2C(=NNC2)N (4-Benzothiazol-2-yl-1H-pyrazol-3-ylamine). Yield: 40.5%. Reaction SMILES: [NH2:1][C:2]1[CH:7]=[CH:6][CH:5]=[CH:4][C:3]=1[SH:8].[NH2:9][C:10]1[C:14]([C:15]#N)=[CH:13][NH:12][N:11]=1.[OH-].[NH4+]>>[S:8]1[C:3]2[CH:4]=[CH:5][CH:6]=[CH:7][C:2]=2[N:1]=[C:15]1[C:14]1[C:10]([NH2:9])=[N:11][NH:12][CH:13]=1 |f:2.3|. Procedure details: A mixture of 2-aminobenzenethiol (100 mg, 0.8 mmol) and 3-aminopyrazole-4-carbonitrile (86 mg, 0.8 mmol) in 3 g of polyphosphoric acid was heated at 200° C. for 3 hours. The mixture was then poured into ice water and was neutralized with conc. Ammonium hydroxide solution. The resulting yellow solid was isolated by filtration and washed with cold water to yield the title compound (70 mg, 40%). MS (m/z, ES+): 217 (M+1, 100%); 1H NMR (300 MHz, ppm, DMSO-d6): δ 7.97 (d, 3J=7.8 Hz, 1H), 7.88 (s, 1H),... Reactants: Cl.Cl.N1CCC(CC1)N1C(NC2=NC=CC=C21)=O (1-piperidin-4-yl-1,3-dihydroimidazo[4,5-b]pyridin-2-one-dihydrochloride), ClC1=CC(=NC=N1)C(=O)C1=CC2=C(N(C(O2)=O)CC)C(=C1)C (6-(6-chloro-pyrimidine-4-carbonyl)-3-ethyl-4-methyl-3H-benzoxazol-2-one), CCN(C(C)C)C(C)C (DIPEA). The solvent is CN(C)C=O (DMF). Run at time 8 hour. Yields the product C(C)N1C(OC2=C1C(=CC(=C2)C(=O)C2=CC(=NC=N2)N2CCC(CC2)N2C(NC1=NC=CC=C12)=O)C)=O (1-{1-[6-(3-ethyl-4-methyl-2-oxo-2,3-dihydro-benzoxazole-6-carbonyl)-pyrimidin-4-yl]-piperidin-4-yl}-1,3-dihydro-imidazo[4,5-b]pyridin-2-one). As a reaction SMILES: Cl.Cl.[NH:3]1[CH2:8][CH2:7][CH:6]([N:9]2[C:17]3[C:12](=[N:13][CH:14]=[CH:15][CH:16]=3)[NH:11][C:10]2=[O:18])[CH2:5][CH2:4]1.Cl[C:20]1[N:25]=[CH:24][N:23]=[C:22]([C:26]([C:28]2[CH:39]=[C:38]([CH3:40])[C:31]3[N:32]([CH2:36][CH3:37])[C:33](=[O:35])[O:34][C:30]=3[CH:29]=2)=[O:27])[CH:21]=1.CCN(C(C)C)C(C)C>CN(C=O)C>[CH2:36]([N:32]1[C:31]2[C:38]([CH3:40])=[CH:39][C:28]([C:26]([C:22]3[N:23]=[CH:24][N:25]=[C:20]([N:3]4[CH2:4][CH2:5][CH:6]([N:9]5[C:17]6[C:12](=[N:13][CH:14]=[CH:15][CH:16]=6)[NH:11][C:10]5=[O:18])[CH2:7][CH2:8]4)[CH:21]=3)=[O:27])=[CH:29][C:30]=2[O:34][C:33]1=[O:35])[CH3:37] |f:0.1.2|. Procedure details: 47 mg (0.20 mmol) 1-piperidin-4-yl-1,3-dihydroimidazo[4,5-b]pyridin-2-one-dihydrochloride, 50 mg (0.20 mmol) 6-(6-chloro-pyrimidine-4-carbonyl)-3-ethyl-4-methyl-3H-benzoxazol-2-one and 0.11 mL (0.64 mmol) DIPEA were combined in 2.0 mL DMF and stirred overnight at RT. The reaction mixture was purified by preparative HPLC. The fractions containing the product were combined, the organic solvent was evaporated down and the residue was neutralised with 1N aqueous sodium hydroxide solution. The precip... Reactants: S(O)(O)(=O)=O (sulfuric acid), C1(=CC=C(C=C1)C1=C(C=C2C(=N1)N=C(N2COCC[Si](C)(C)C)O[C@@H]2CO[C@H]1[C@@H]2OC[C@H]1O)Cl)C1=CC=CC=C1 ((3R,3aR,6R,6aR)-6-((5-([1,1′-biphenyl]-4-yl)-6-chloro-1-((2-(trimethylsilyl)ethoxy)methyl)-1H-imidazo[4,5-b]pyridin-2-yl)oxy)hexahydrofuro[3,2-b]furan-3-ol), C1(=CC=C(C=C1)C1=C(C=C2C(=N1)N=C(N2COCC[Si](C)(C)C)O[C@@H]2CO[C@H]1[C@@H]2OC[C@H]1O)Cl)C1=CC=CC=C1 ((3R,3aR,6R,6aR)-6-((5-([1,1′-biphenyl]-4-yl)-6-chloro-1-((2-(trimethylsilyl)ethoxy)methyl)-1H-imidazo[4,5-b]pyridin-2-yl)oxy)hexahydrofuro[3,2-b]furan-3-ol), C(#N)[Zn]C#N (dicyanozinc). The reagents and catalysts are C(C)(C)(C)P([C-]1C=CC=C1)C(C)(C)C.[C-]1(C=CC=C1)P(C(C)(C)C)C(C)(C)C.[Fe+2] (1,1′-bis(di-tert-butylphoshino)ferrocene). Solvent: CN(C)C=O (DMF), CC(=O)N(C)C (DMAc), CC(=O)N(C)C (DMAc). Reaction conditions: temperature 80 celsius, time 30 minute. Product: C1(=CC=C(C=C1)C1=C(C=C2C(=N1)N=C(N2)O[C@H]2[C@@H]1[C@H](OC2)[C@@H](CO1)O)C#N)C1=CC=CC=C1 (5-([1,1′-biphenyl]-4-yl)-2-(((3R,3aR,6R,6aR)-6-hydroxyhexahydrofuro[3,2-b]furan-3-yl)oxy)-1H-imidazo[4,5-b]pyridine-6-carbonitrile). As a reaction SMILES: S(=O)(=O)(O)O.[C:6]1([C:40]2[CH:45]=[CH:44][CH:43]=[CH:42][CH:41]=2)[CH:11]=[CH:10][C:9]([C:12]2[N:17]=[C:16]3[N:18]=[C:19]([O:29][C@H:30]4[C@H:34]5[O:35][CH2:36][C@@H:37]([OH:38])[C@H:33]5[O:32][CH2:31]4)[N:20](COCC[Si](C)(C)C)[C:15]3=[CH:14][C:13]=2Cl)=[CH:8][CH:7]=1.[C:46]([Zn]C#N)#[N:47]>CC(N(C)C)=O.CN(C=O)C.C(P(C(C)(C)C)[C-]1C=CC=C1)(C)(C)C.[C-]1(P(C(C)(C)C)C(C)(C)C)C=CC=C1.[Fe+2]>[C:6]1([C:40]2[CH:41]=[CH:42][CH:43]=[CH:44][CH:45]=2)[CH:7]=[CH:8][C:9]([C:12]2[N:17]=[C:16]3[N:18]=[C:19]([O:29][C@@H:30]4[CH2:31][O:32][C@@H:33]5[C@H:37]([OH:38])[CH2:36][O:35][C@H:34]45)[NH:20][C:15]3=[CH:14][C:13]=2[C:46]#[N:47])=[CH:10][CH:11]=1 |f:5.6.7|. Procedure details: A mixture of PdOAc2 (15.48 mg, 0.069 mmol) and 1,1′-bis(di-tert-butylphoshino)ferrocene (32.7 mg, 0.069 mmol) in DMAc (0.25 ml) was treated with sulfuric acid (6.76 mg, 0.069 mmol) and stirred at 80° C. for 30 min. Then a solution of (3R,3aR,6R,6aR)-6-((5-([1,1′-biphenyl]-4-yl)-6-chloro-1-((2-(trimethylsilyl)ethoxy)methyl)-1H-imidazo[4,5-b]pyridin-2-yl)oxy)hexahydrofuro[3,2-b]furan-3-ol (Intermediate 8, 40 mg, 0.069 mmol) and dicyanozinc (9.71 mg, 0.083 mmol) in DMAc (0.25 ml) was added to the r... The reactants are O=C([O-])[O-], CCOCC, CO, Cc1cc(Cl)ncc1[N+](=O)[O-], N#Cc1cc(F)ccc1O, [H][H], [K+], [K+], CN(C)C=O. The product is Cc1cc(Oc2ccc(F)cc2C#N)ncc1[N+](=O)[O-]. As a reaction SMILES: [C:22](=[O:23])([O-:24])[O-:25].[CH3:35][CH2:36][O:37][CH2:38][CH3:39].[CH3:40][OH:41].[Cl:11][c:12]1[n:13][cH:14][c:15]([N+:19](=[O:20])[O-:21])[c:16]([CH3:18])[cH:17]1.[F:1][c:2]1[cH:3][cH:4][c:5]([OH:10])[c:6]([C:7]#[N:8])[cH:9]1.[H:28][H:29].[K+:26].[K+:27].[O:30]=[CH:31][N:32]([CH3:33])[CH3:34]>>[F:1][c:2]1[cH:3][cH:4][c:5]([O:10][c:12]2[n:13][cH:14][c:15]([N+:19](=[O:20])[O-:21])[c:16]([CH3:18])[cH:17]2)[c:6]([C:7]#[N:8])[cH:9]1. Starting materials: C1(CC1)C=1C=CC(=NC1OCC1CC1)C(=O)O (5-cyclopropyl-6-cyclopropylmethoxy-pyridine-2-carboxylic acid), N[C@H](C(=O)N)CC1CC1 ((S)-2-amino-3-cyclopropyl-propanamide). Product: C(N)(=O)[C@H](CC1CC1)NC(=O)C1=NC(=C(C=C1)C1CC1)OCC1CC1 (5-Cyclopropyl-6-cyclopropylmethoxy-pyridine-2-carboxylic acid ((S)-1-carbamoyl-2-cyclopropyl-ethyl)-amide). As a reaction SMILES: [CH:1]1([C:4]2[CH:5]=[CH:6][C:7]([C:15]([OH:17])=O)=[N:8][C:9]=2[O:10][CH2:11][CH:12]2[CH2:14][CH2:13]2)[CH2:3][CH2:2]1.[NH2:18][C@@H:19]([CH2:23][CH:24]1[CH2:26][CH2:25]1)[C:20]([NH2:22])=[O:21]>>[C:20]([C@@H:19]([NH:18][C:15]([C:7]1[CH:6]=[CH:5][C:4]([CH:1]2[CH2:2][CH2:3]2)=[C:9]([O:10][CH2:11][CH:12]2[CH2:13][CH2:14]2)[N:8]=1)=[O:17])[CH2:23][CH:24]1[CH2:26][CH2:25]1)(=[O:21])[NH2:22]. Procedure: The title compound was synthesized in analogy to Example 1, using 5-cyclopropyl-6-cyclopropylmethoxy-pyridine-2-carboxylic acid (Example 42 a) and (S)-2-amino-3-cyclopropyl-propanamide (CAN 156077-93-9) as starting materials, MS (LC/MS): m/e=344.3 [M+H]+.